This data is from the Open Reaction Database (ORD), a public repository of structured organic reaction records. The task is: describe an organic reaction: reactants, conditions, products, and yield Starting materials: C(C)OC(C1=CC(C(=O)N(CCC)C)=CC(=C1F)N(CC1=CC=CC=C1)CC1=CC=CC=C1)=O (5-dibenzylamino-6-fluoro-N-methyl-N-propyl-isophthalamic acid ethyl ester), [H][H] (hydrogen), solution. Reagents/catalysts: [Pd] (Pd/C). Run in C(C)O (ethanol). Yields the product C(C)OC(C1=CC(C(=O)N(CCC)C)=CC(=C1F)N)=O (5-Amino-6-fluoro-N-methyl-N-propyl-isophthalamic acid ethyl ester), crude product. As a reaction SMILES: [CH2:1]([O:3][C:4](=[O:34])[C:5]1[C:17]([F:18])=[C:16]([N:19](CC2C=CC=CC=2)CC2C=CC=CC=2)[CH:15]=[C:7]([C:8]([N:10]([CH3:14])[CH2:11][CH2:12][CH3:13])=[O:9])[CH:6]=1)[CH3:2].[H][H]>C(O)C.[Pd]>[CH2:1]([O:3][C:4](=[O:34])[C:5]1[C:17]([F:18])=[C:16]([NH2:19])[CH:15]=[C:7]([C:8]([N:10]([CH3:14])[CH2:11][CH2:12][CH3:13])=[O:9])[CH:6]=1)[CH3:2]. Procedure: Dissolve 5-dibenzylamino-6-fluoro-N-methyl-N-propyl-isophthalamic acid ethyl ester (275 mg, 0.595 mmol) in ethanol (6 mL). Add 10% Pd/C to the solution (50 mg). Stir the black slurry under a balloon containing hydrogen gas for 2.5 days. Filter the slurry through a pad of filtering agent and wash with ethanol. Concentrate the filtrate to give the title compound as a crude product.